Dataset: the Open Reaction Database (ORD), a public repository of structured organic reaction records. Task: describe an organic reaction: reactants, conditions, products, and yield Starting materials: COCOc1c(C(C)(C)C)cc(CN)cc1C(C)(C)C, CC(=O)O, Cc1ccccc1, NC(=O)Nc1ccccc1. Yields the product COCOc1c(C(C)(C)C)cc(CNC(=O)Nc2ccccc2)cc1C(C)(C)C. As a reaction SMILES: [CH3:1][C:2]([CH3:3])([CH3:4])[c:5]1[cH:6][c:7]([CH2:8][NH2:9])[cH:10][c:11]([C:17]([CH3:18])([CH3:19])[CH3:20])[c:12]1[O:13][CH2:14][O:15][CH3:16].[CH3:31][C:32](=[O:33])[OH:34].[CH3:35][c:36]1[cH:37][cH:38][cH:39][cH:40][cH:41]1.[c:21]1([NH:27][C:28](=[O:29])[NH2:30])[cH:22][cH:23][cH:24][cH:25][cH:26]1>>[CH3:1][C:2]([CH3:3])([CH3:4])[c:5]1[cH:6][c:7]([CH2:8][NH:9][C:28]([NH:27][c:21]2[cH:22][cH:23][cH:24][cH:25][cH:26]2)=[O:29])[cH:10][c:11]([C:17]([CH3:18])([CH3:19])[CH3:20])[c:12]1[O:13][CH2:14][O:15][CH3:16]. Starting materials: C(C1=CC=CC=C1)N1CC(CC1)C(=O)OC ((R/S)-1-Benzyl-pyrrolidin-3yl carboxylic acid, methyl ester), ClC(=O)OC(C)Cl (1-chloroethyl chloroformate). Run in ClCCCl (1,2-dichloroethane). Run at time 3 hour. The product is Cl.N1CC(CC1)C(=O)OC ((R/S)-Pyrrolidin-3-yl carboxylic acid, methyl ester hydrochloride salt). As a reaction SMILES: C([N:8]1[CH2:12][CH2:11][CH:10]([C:13]([O:15][CH3:16])=[O:14])[CH2:9]1)C1C=CC=CC=1.[Cl:17]C(OC(Cl)C)=O>ClCCCl>[ClH:17].[NH:8]1[CH2:12][CH2:11][CH:10]([C:13]([O:15][CH3:16])=[O:14])[CH2:9]1 |f:3.4|. Reported procedure: A solution of 0.52 g (2.3 mmol) of (R/S)-1-benzyl-pyrrolidin-3-yl carboxylic acid, methyl ester (from Step A) in 5 mL of 1,2-dichloroethane was treated with 0.3 mL (2.7 mmol) of 1-chloroethyl chloroformate (ACE-Cl). The resulting mixture was stirred at rt for 3 h, then at reflux for 30 min. The reaction was cooled and concentrated. The residue was warmed to reflux in 5 mL of MeOH for 1 h. The reaction was cooled and concentrated. The crude product was used in Step C without further purification. Reactants: F.F.F[Si](F)(F)F (fluosilicic acid), N (ammonia). Product: ammonium fluosilicate. RXN SMILES: [FH:1].[FH:2].[F:3][Si:4]([F:7])([F:6])[F:5].[NH3:8]>>[NH4+:8].[NH4+:8].[F:3][Si-2:4]([F:2])([F:1])([F:7])([F:6])[F:5] |f:0.1.2,4.5.6|. Procedure: The method of claim 3 wherein the separately-recovered fluosilicic acid solution is reacted with ammonia to yield the ammonium fluosilicate solution of step (c). The reactants are [C-]#N, O=C([O-])O, CS(=O)(=O)OC1CCN(Cc2ccccc2)C1, ClCCl, [Na+], O. Yields the product N#CC1CCN(Cc2ccccc2)C1. Reaction SMILES: [C-:18]#[N:19].[C:23](=[O:24])([OH:25])[O-:26].[CH3:1][S:2]([O:3][CH:6]1[CH2:7][N:8]([CH2:11][c:12]2[cH:13][cH:14][cH:15][cH:16][cH:17]2)[CH2:9][CH2:10]1)(=[O:4])=[O:5].[Cl:20][CH2:21][Cl:22].[Na+:27].[OH2:28]>>[CH:6]1([C:18]#[N:19])[CH2:7][N:8]([CH2:11][c:12]2[cH:13][cH:14][cH:15][cH:16][cH:17]2)[CH2:9][CH2:10]1. Reactants: C(C)(C)C1=CC=C(C(CCl)=O)C=C1 (4-isopropylphenacyl chloride), N1=CC=CC=C1 (pyridine). Yields the product [Cl-].C(C)(C)C1=CC=C(C(C[N+]2=CC=CC=C2)=O)C=C1 (4-isopropylphenacylpyridinium chloride). Yield: 93.0%. Reaction SMILES: [CH:1]([C:4]1[CH:13]=[CH:12][C:7]([C:8](=[O:11])[CH2:9][Cl:10])=[CH:6][CH:5]=1)([CH3:3])[CH3:2].[N:14]1[CH:19]=[CH:18][CH:17]=[CH:16][CH:15]=1>>[Cl-:10].[CH:1]([C:4]1[CH:13]=[CH:12][C:7]([C:8](=[O:11])[CH2:9][N+:14]2[CH:19]=[CH:18][CH:17]=[CH:16][CH:15]=2)=[CH:6][CH:5]=1)([CH3:3])[CH3:2] |f:2.3|. Reported procedure: The title compound was prepared similarly to Example 1 from 4-isopropylphenacyl chloride and pyridine in a yield of 93%. Reactants: [Cl-].[NH4+] (ammonium chloride), BrCC(=O)OC (methyl bromoacetate), C(C)(C)NC(C)C (diisopropylamine), C(CCC)[Li] (n-butyllithium), solution, C1(=CC=CC=C1)CCC(=O)O[Si](C)(C)C(C)(C)C (3-phenylpropionic acid, t-butyldimethylsilyl ester). The solvent is O1CCCC1 (tetrahydrofuran), hexanes, O1CCCC1 (tetrahydrofuran). Run at temperature -78 celsius, time 15 minute. The product is C1(=CC=CC=C1)CC(C(=O)O[Si](C)(C)C(C)(C)C)(C)CC(=O)O (3-phenyl-2-methylcarboxymethylpropionic acid, t-butyldimethylsilyl ester). RXN SMILES: [CH:1](NC(C)C)(C)C.C([Li])CCC.[C:13]1([CH2:19][CH2:20][C:21]([O:23][Si:24]([C:27]([CH3:30])([CH3:29])[CH3:28])([CH3:26])[CH3:25])=[O:22])[CH:18]=[CH:17][CH:16]=[CH:15][CH:14]=1.Br[CH2:32][C:33]([O:35]C)=[O:34].[Cl-].[NH4+]>O1CCCC1>[C:13]1([CH2:19][C:20]([CH2:32][C:33]([OH:35])=[O:34])([CH3:1])[C:21]([O:23][Si:24]([C:27]([CH3:30])([CH3:29])[CH3:28])([CH3:25])[CH3:26])=[O:22])[CH:18]=[CH:17][CH:16]=[CH:15][CH:14]=1 |f:4.5|. Procedure: Dissolve diisopropylamine (0.88 mL, 6.28 mmol) in tetrahydrofuran (7.5 mL). Cool in an ice bath and add, by dropwise addition, n-butyllithium (3.6 mL of a 1.6M solution in hexanes, 5.75 mmol). Stir for 15 minutes, then cool to -78° C. Add a solution of 3-phenylpropionic acid, t-butyldimethylsilyl ester (1.33 g, 5.04 mmol) in tetrahydrofuran (5 mL). Stir for 45 minutes then add methyl bromoacetate (949 mg, 6.2 mmol). Stir for 3 hours, add saturated ammonium chloride (6 mL) and warm to room temper... Starting materials: reaction mixture, CC1=C2C=C(NC2=C(C=C1)OCCOC1OCCCC1)C(=O)OCC (Ethyl 4-methyl-7-[2-(2-tetrahydro-2H-pyranyl) oxyethoxy]-1H- indole-2-carboxylate), Cl (hydrochloric acid), O (water), N (ammonia). Solvent: O1CCCC1 (tetrahydrofuran). Conditions: time 3 hour. Yields the product OCCOC=1C=CC(=C2C=C(NC12)C(=O)OCC)C (ethyl 7-(2-hydroxyethoxy)-4-methyl-1H-indole-2-carboxylate). The yield is 79.6%. As a reaction SMILES: [CH3:1][C:2]1[CH:10]=[CH:9][C:8]([O:11][CH2:12][CH2:13][O:14]C2CCCCO2)=[C:7]2[C:3]=1[CH:4]=[C:5]([C:21]([O:23][CH2:24][CH3:25])=[O:22])[NH:6]2.Cl.O.N>O1CCCC1>[OH:14][CH2:13][CH2:12][O:11][C:8]1[CH:9]=[CH:10][C:2]([CH3:1])=[C:3]2[C:7]=1[NH:6][C:5]([C:21]([O:23][CH2:24][CH3:25])=[O:22])=[CH:4]2. Reported procedure: Ethyl 4-methyl-7-[2-(2-tetrahydro-2H-pyranyl) oxyethoxy]-1H- indole-2-carboxylate (3.20 g, 9.21 mmol) was dissolved in tetrahydrofuran (70 ml), followed by adding thereto 2N hydrochloric acid (30 ml) at room temperature. The mixture was stirred at room temperature for 3 hours, after which water (200 ml) and then 28% aqueous ammonia were added thereto to neutralize (pH=7 to 8) the reaction mixture. Subsequently, the reaction mixture was extracted twice with ethyl acetate and the extract solution ... Procedure details: 206.5 g (1.69 mol) of 3,5-dimethylphenol and 337.3 g (3.30 mol) of acetic anhydride were refluxed for 1 h and then stirred at RT overnight. The mixture was poured onto water and extracted with methylene chloride. The organic phase was washed with sodium hydroxide solution and water, dried and concentrated under reduced pres-sure. 286 g of 3,5-dimethylphenyl acetate were obtained. The yield is 103.1%. Reactants: CC=1C=C(C=C(C1)C)O (3,5-dimethylphenol), C(C)(=O)OC(C)=O (acetic anhydride). Conditions: time 8 hour. As a reaction SMILES: [CH3:1][C:2]1[CH:3]=[C:4]([OH:9])[CH:5]=[C:6]([CH3:8])[CH:7]=1.[C:10](OC(=O)C)(=[O:12])[CH3:11]>>[C:10]([O:9][C:4]1[CH:5]=[C:6]([CH3:8])[CH:7]=[C:2]([CH3:1])[CH:3]=1)(=[O:12])[CH3:11]. The product is C(C)(=O)OC1=CC(=CC(=C1)C)C (3,5-dimethylphenyl acetate). Starting materials: O1C(CCCC1)OC1(CC1)CO ([1-(Tetrahydro-pyran-2-yloxy)-cyclopropyl]-methanol), N(=NC(=O)OC(C)C)C(=O)OC(C)C (diisopropyl azodicarboxylate), [N+](=O)([O-])C1=NNC=C1 (3-nitro-1H-pyrazole), C1(=CC=CC=C1)P(C1=CC=CC=C1)C1=CC=CC=C1 (triphenylphosphine). The solvent is O1CCCC1 (tetrahydrofuran). Conditions: temperature 0 celsius. The product is [N+](=O)([O-])C1=NN(C=C1)CC1(CC1)OC1OCCCC1 (3-nitro-1-[1-(tetrahydro-pyran-2-yloxy)-cyclopropylmethyl]-1H-pyrazole). Yield: 21.0%. RXN SMILES: [O:1]1[CH2:6][CH2:5][CH2:4][CH2:3][CH:2]1[O:7][C:8]1([CH2:11]O)[CH2:10][CH2:9]1.[N+:13]([C:16]1[CH:20]=[CH:19][NH:18][N:17]=1)([O-:15])=[O:14].C1(P(C2C=CC=CC=2)C2C=CC=CC=2)C=CC=CC=1.N(C(OC(C)C)=O)=NC(OC(C)C)=O>O1CCCC1>[N+:13]([C:16]1[CH:20]=[CH:19][N:18]([CH2:11][C:8]2([O:7][CH:2]3[CH2:3][CH2:4][CH2:5][CH2:6][O:1]3)[CH2:9][CH2:10]2)[N:17]=1)([O-:15])=[O:14]. Procedure details: [1-(Tetrahydro-pyran-2-yloxy)-cyclopropyl]-methanol (1.00 g, 5.81 mmol), 3-nitro-1H-pyrazole (prepared in example 3, 656 mg, 5.81 mmol), and triphenylphosphine (1.52 g, 5.81 mmol) were combined and dissolved in anhydrous tetrahydrofuran (30 mL). The reaction was chilled to 0° C. under nitrogen. While stirring, diisopropyl azodicarboxylate (1.72 mL, 8.72 mmol) was added dropwise over a period of 2 min. The ice bath was removed and the reaction continued to stir at 25° C. for 30 min. The reaction ...